describe an organic reaction: reactants, conditions, products, and yield From a dataset of the Open Reaction Database (ORD), a public repository of structured organic reaction records. Starting materials: CCNCC, C#C[Si](C)(C)C, CN(C)C=O, Cc1c(C(=O)NC(c2cccc(F)c2)C2CCC2)c(C)n(-c2ccccc2)c(=O)c1Br, [Cu]I, c1ccc(P(c2ccccc2)c2ccccc2)cc1. The product is Cc1c(C(=O)NC(c2cccc(F)c2)C2CCC2)c(C)n(-c2ccccc2)c(=O)c1C#C[Si](C)(C)C. As a reaction SMILES: [CH2:51]([NH:52][CH2:53][CH3:54])[CH3:55].[CH3:56][Si:57]([CH3:58])([CH3:59])[C:60]#[CH:61].[CH3:64][N:65]([CH3:66])[CH:67]=[O:68].[CH:1]1([CH:5]([c:6]2[cH:7][c:8]([F:12])[cH:9][cH:10][cH:11]2)[NH:13][C:14](=[O:15])[c:16]2[c:17]([CH3:31])[n:18](-[c:25]3[cH:26][cH:27][cH:28][cH:29][cH:30]3)[c:19](=[O:24])[c:20]([Br:23])[c:21]2[CH3:22])[CH2:2][CH2:3][CH2:4]1.[Cu:62][I:63].[c:32]1([P:33]([c:34]2[cH:35][cH:36][cH:37][cH:38][cH:39]2)[c:40]2[cH:41][cH:42][cH:43][cH:44][cH:45]2)[cH:46][cH:47][cH:48][cH:49][cH:50]1>>[CH:1]1([CH:5]([c:6]2[cH:7][c:8]([F:12])[cH:9][cH:10][cH:11]2)[NH:13][C:14](=[O:15])[c:16]2[c:17]([CH3:31])[n:18](-[c:25]3[cH:26][cH:27][cH:28][cH:29][cH:30]3)[c:19](=[O:24])[c:20]([C:61]#[C:60][Si:57]([CH3:56])([CH3:58])[CH3:59])[c:21]2[CH3:22])[CH2:2][CH2:3][CH2:4]1. Starting materials: CN(C)C(=O)Oc1ccc(N(C)C)cc1 (substrate), c4ccc(B3OB(c1ccccc1)OB(c2ccccc2)O3)cc4 (effective_coupling_partner). The reagents and catalysts are PCy3. Conditions: temperature 110 celsius, time 16 hour. The product is CN(C)c2ccc(c1ccccc1)cc2. Starting materials: O=C([O-])O, COCCOC, O=Cc1ccc(B(O)O)cc1, COc1cc(Nc2c(C#N)cnc3cc(I)sc23)c(Cl)cc1Cl, [Na+], c1ccc(P(c2ccccc2)(c2ccccc2)[Pd](P(c2ccccc2)(c2ccccc2)c2ccccc2)(P(c2ccccc2)(c2ccccc2)c2ccccc2)P(c2ccccc2)(c2ccccc2)c2ccccc2)cc1. Yields the product COc1cc(Nc2c(C#N)cnc3cc(-c4ccc(C=O)cc4)sc23)c(Cl)cc1Cl. Reaction SMILES: [C:41](=[O:42])([OH:43])[O-:44].[CH3:35][O:36][CH2:37][CH2:38][O:39][CH3:40].[CH:24](=[O:25])[c:26]1[cH:27][cH:28][c:29]([B:32]([OH:33])[OH:34])[cH:30][cH:31]1.[Cl:1][c:2]1[c:3]([NH:11][c:12]2[c:13]3[c:14]([n:15][cH:16][c:17]2[C:18]#[N:19])[cH:20][c:21]([I:23])[s:22]3)[cH:4][c:5]([O:9][CH3:10])[c:6]([Cl:8])[cH:7]1.[Na+:45].[cH:46]1[cH:47][cH:48][c:49]([P:50]([Pd:51]([P:52]([c:53]2[cH:54][cH:55][cH:56][cH:57][cH:58]2)([c:59]2[cH:60][cH:61][cH:62][cH:63][cH:64]2)[c:65]2[cH:66][cH:67][cH:68][cH:69][cH:70]2)([P:71]([c:72]2[cH:73][cH:74][cH:75][cH:76][cH:77]2)([c:78]2[cH:79][cH:80][cH:81][cH:82][cH:83]2)[c:84]2[cH:85][cH:86][cH:87][cH:88][cH:89]2)[P:90]([c:91]2[cH:92][cH:93][cH:94][cH:95][cH:96]2)([c:97]2[cH:98][cH:99][cH:100][cH:101][cH:102]2)[c:103]2[cH:104][cH:105][cH:106][cH:107][cH:108]2)([c:109]2[cH:110][cH:111][cH:112][cH:113][cH:114]2)[c:115]2[cH:116][cH:117][cH:118][cH:119][cH:120]2)[cH:121][cH:122]1>>[Cl:1][c:2]1[c:3]([NH:11][c:12]2[c:13]3[c:14]([n:15][cH:16][c:17]2[C:18]#[N:19])[cH:20][c:21](-[c:29]2[cH:28][cH:27][c:26]([CH:24]=[O:25])[cH:31][cH:30]2)[s:22]3)[cH:4][c:5]([O:9][CH3:10])[c:6]([Cl:8])[cH:7]1. Run at time 2 hour. The reactants are Cl (hydrochloric acid), [OH-].[Na+] (sodium hydroxide), COC=1C=C2C(N(C=NC2=CC1OCC1CCN(CC1)CCS(=O)(=O)C)COC(C(C)(C)C)=O)=O (6-methoxy-7-((1-(2-methylsulphonylethyl)piperidin-4-yl)methoxy)-3-((pivaloyloxy)methyl)-3,4-dihydroquinazolin-4-one), CC1=CC=C(C=C1)COC(=O)NNC(=O)C2=NC=CN=C2 (pH10). Reported procedure: 2M Aqueous sodium hydroxide (180 μl, 0.35 mmol) was added to a suspension of 6-methoxy-7-((1-(2-methylsulphonylethyl)piperidin-4-yl)methoxy)-3-((pivaloyloxy)methyl)-3,4-dihydroquinazolin-4-one (90 mg, 0.18 mmol) in methanol (3 ml). After stirring for 2 hours at ambient temperature, the mixture was adjusted to pH10 with 2M hydrochloric acid. The volatiles were removed under vacuum and the residue was suspended in water, filtered, washed with water followed by ether and dried under vacuum at 60° C... Run in CO (methanol). The product is COC=1C=C2C(NC=NC2=CC1OCC1CCN(CC1)CCS(=O)(=O)C)=O (6-methoxy-7-((1-(2-methylsulphonylethyl)piperidin-4-yl)methoxy)-3,4-dihydroquinazolin-4-one). As a reaction SMILES: [OH-].[Na+].[CH3:3][O:4][C:5]1[CH:6]=[C:7]2[C:12](=[CH:13][C:14]=1[O:15][CH2:16][CH:17]1[CH2:22][CH2:21][N:20]([CH2:23][CH2:24][S:25]([CH3:28])(=[O:27])=[O:26])[CH2:19][CH2:18]1)[N:11]=[CH:10][N:9](COC(=O)C(C)(C)C)[C:8]2=[O:37].CC1C=CC(COC(NNC(C2C=NC=CN=2)=O)=O)=CC=1.Cl>CO>[CH3:3][O:4][C:5]1[CH:6]=[C:7]2[C:12](=[CH:13][C:14]=1[O:15][CH2:16][CH:17]1[CH2:22][CH2:21][N:20]([CH2:23][CH2:24][S:25]([CH3:28])(=[O:27])=[O:26])[CH2:19][CH2:18]1)[N:11]=[CH:10][NH:9][C:8]2=[O:37] |f:0.1|. The yield is 77.3%. The product is COc1ccc2c(Oc3ccc(NC(C)=O)cc3)nc(Nc3cc[nH]n3)cc2c1. Reaction SMILES: [Cl:12][c:13]1[n:14][c:15]([NH:25][c:26]2[n:27][nH:28][cH:29][cH:30]2)[cH:16][c:17]2[cH:18][c:19]([O:23][CH3:24])[cH:20][cH:21][c:22]12.[OH:1][c:2]1[cH:3][cH:4][c:5]([NH:8][C:9]([CH3:10])=[O:11])[cH:6][cH:7]1>>[O:1]([c:2]1[cH:3][cH:4][c:5]([NH:8][C:9]([CH3:10])=[O:11])[cH:6][cH:7]1)[c:13]1[n:14][c:15]([NH:25][c:26]2[n:27][nH:28][cH:29][cH:30]2)[cH:16][c:17]2[cH:18][c:19]([O:23][CH3:24])[cH:20][cH:21][c:22]12. Starting materials: COc1ccc2c(Cl)nc(Nc3cc[nH]n3)cc2c1, CC(=O)Nc1ccc(O)cc1. RXN SMILES: [H-].[Na+].[Cl:3][C:4]1[CH:9]=[C:8]([O:10][C:11]2[CH:16]=[CH:15][CH:14]=[C:13]([C:17]([F:20])([F:19])[F:18])[CH:12]=2)[CH:7]=[CH:6][C:5]=1[OH:21].Cl[C:23]1[CH:28]=[CH:27][C:26](CCl)=[CH:25][N:24]=1.[CH3:31]N(C)C=O>>[Cl:3][C:4]1[CH:9]=[C:8]([O:10][C:11]2[CH:16]=[CH:15][CH:14]=[C:13]([C:17]([F:19])([F:20])[F:18])[CH:12]=2)[CH:7]=[CH:6][C:5]=1[O:21][CH2:31][C:23]1[CH:28]=[CH:27][CH:26]=[CH:25][N:24]=1 |f:0.1|. Yields the product 2-chloro, ClC1=C(OCC2=NC=CC=C2)C=CC(=C1)OC1=CC(=CC=C1)C(F)(F)F ([2-chloro-4-(3-trifluoromethylphenoxy)phenoxy]methylpyridine). Run at time 30 minute. Reactants: ClC1=NC=C(C=C1)CCl (2-chloro-5-chloromethylpyridine), CN(C=O)C (N,N-dimethylformamide), ice water, [H-].[Na+] (sodium hydride), ClC1=C(C=CC(=C1)OC1=CC(=CC=C1)C(F)(F)F)O (2-chloro-4-(3-trifluoromethylphenoxy)phenol), CN(C=O)C (N,N-dimethylformamide), CN(C=O)C (N,N-dimethylformamide). Procedure: To a solution 0.07 g of sodium hydride (60% oil dispersion) in 10 ml of N,N-dimethylformamide, there was added dropwise a solution of 0.50 g of 2-chloro-4-(3-trifluoromethylphenoxy)phenol in 3 ml of N,N-dimethylformamide with stirring and ice-cooling. After 30 minutes, a solution of 0.28 g of 2-chloro-5-chloromethylpyridine in 5 ml of N,N-dimethylformamide was added thereto at room temperature, followed by stirring at the same temperature for 10 hours. The reaction mixture was poured into ice-wa... The reactants are C1(CCCCC1)N (cyclohexylamine), NC(=O)N (urea). Run in O (water). Product: C1(CCCCC1)NC(=O)N (N-cyclohexylurea). The yield is 91.7%. Reaction SMILES: [CH:1]1([NH2:7])[CH2:6][CH2:5][CH2:4][CH2:3][CH2:2]1.[NH2:8][C:9](N)=[O:10]>O>[CH:1]1([NH:7][C:9]([NH2:8])=[O:10])[CH2:6][CH2:5][CH2:4][CH2:3][CH2:2]1. Procedure: 730 ml of mother liquor from Example 3, 50 ml of water, 495 g (5 mols) of cyclohexylamine and 312 g (5.2 mols) of urea are reacted and worked up as in Example 3. 652 g of N-cyclohexylurea (92% of theory) are obtained. The reactants are N[C@@H](C[SeH])C(=O)O (Sec), 146, 77, C(C)C1=C(C=CC=C1)O (o-ethylphenol), 131. Product: C(C)C1=CC=CC=2C=COC21 (7-Ethyl-benzofuran). As a reaction SMILES: N[C@H:2]([C:5]([OH:7])=O)[CH2:3][SeH].[CH2:8]([C:10]1[CH:15]=C[CH:13]=[CH:12][C:11]=1O)[CH3:9]>>[CH2:8]([C:10]1[C:15]2[O:7][CH:5]=[CH:2][C:3]=2[CH:13]=[CH:12][CH:11]=1)[CH3:9]. Procedure: 2h. 7-Ethyl-benzofuran is prepared by the method described in J.Chem.Sec. 1920, 1534, but using o-ethylphenol instead of o-cresol. The MS. of the product thus obtained shows the following ion peaks with the relative intensities given within brackets: 131 (100%), 146 (38%) and 77 (10%). RXN SMILES: [CH2:1]1[O:15][C:4]2([CH2:9][CH2:8][C:7]([CH2:11][CH2:12][CH:13]=C)([OH:10])[CH2:6][CH2:5]2)[O:3][CH2:2]1.[BH4-].[Na+].C[OH:19]>>[CH2:1]1[O:15][C:4]2([CH2:9][CH2:8][C:7]([CH2:11][CH2:12][CH2:13][OH:19])([OH:10])[CH2:6][CH2:5]2)[O:3][CH2:2]1 |f:1.2|. Yields the product C1COC2(CCC(CC2)(O)CCCO)O1 (4-(3-Hydroxypropyl)-4-hydroxycyclohexanone ethylene ketal). Reported procedure: A mixture of 4-(3-Butenyl)-4-hydroxy-cyclohexanone ethylene ketal (1.8 g) in methanol (40 mL) was ozonized at -70° C. until a persistant blue color was obtained. The ozonide was decomposed with excess sodium borohydride at -60° C. The reaction was concentrated in vacuo and the residue was partitioned between brine and ethyl acetate. The aqueous layer was extracted several more times with ethyl acetate and the combined organic extracts were dried over magnesium sulfate and the solvent was removed... Starting materials: ozonide, C1COC2(CCC(CC2)(O)CCC=C)O1 (4-(3-Butenyl)-4-hydroxy-cyclohexanone ethylene ketal), CO (methanol), [BH4-].[Na+] (sodium borohydride).